The task is: describe an organic reaction: reactants, conditions, products, and yield. This data is from the Open Reaction Database (ORD), a public repository of structured organic reaction records. The reactants are [N+](=O)([O-])C1=CC=C(COC(=O)N2[C@@H](C[C@@H](C2)SC(C2=CC=CC=C2)(C2=CC=CC=C2)C2=CC=CC=C2)CNS(N)(=O)=O)C=C1 ((2S,4S)-1-p-nitrobenzyloxycarbonyl-2-sulfamoylaminomethyl-4-tritylthiopyrrolidine), N1=CC=CC=C1 (pyridine). The reagents and catalysts are [N+](=O)([O-])[O-].[Ag+] (silver nitrate). The solvent is ClCCl (dichloromethane), CO (methanol), S (hydrogen sulfide), O1CCCC1 (tetrahydrofuran), O (water). Run at time 1 hour. The product is [N+](=O)([O-])C1=CC=C(COC(=O)N2[C@@H](C[C@@H](C2)S)CNS(N)(=O)=O)C=C1 ((2S,4S)-1-p-nitrobenzyloxycarbonyl-2-sulfamoylaminomethyl-4-mercaptopyrrolidine). Yield: 62.8%. Reaction SMILES: [N+:1]([C:4]1[CH:44]=[CH:43][C:7]([CH2:8][O:9][C:10]([N:12]2[CH2:16][C@@H:15]([S:17]C(C3C=CC=CC=3)(C3C=CC=CC=3)C3C=CC=CC=3)[CH2:14][C@H:13]2[CH2:37][NH:38][S:39](=[O:42])(=[O:41])[NH2:40])=[O:11])=[CH:6][CH:5]=1)([O-:3])=[O:2].N1C=CC=CC=1>O1CCCC1.O.ClCCl.CO.S.[N+]([O-])([O-])=O.[Ag+]>[N+:1]([C:4]1[CH:5]=[CH:6][C:7]([CH2:8][O:9][C:10]([N:12]2[CH2:16][C@@H:15]([SH:17])[CH2:14][C@H:13]2[CH2:37][NH:38][S:39](=[O:41])(=[O:42])[NH2:40])=[O:11])=[CH:43][CH:44]=1)([O-:3])=[O:2] |f:7.8|. Procedure details: To a solution of (2S,4S)-1-p-nitrobenzyloxycarbonyl-2-sulfamoylaminomethyl-4-tritylthiopyrrolidine (668 mg: 0.95 mmole) in tetrahydrofuran (6 ml), a solution of pyridine (0.254 ml: 2.7 eq.) and silver nitrate (403 mg: 2.5 eq.) in water (2 ml) is added under ice cooling. The mixture is stirred at room temperature for 1 hour. The reaction mixture is diluted with dichloromethane (3 ml) and methanol (3 ml), and hydrogen sulfide is bubbled through it under ice cooling for 10 minutes. The resulting pr... Reactants: Brc1c2ccccc2c(-c2ccc(C=Cc3ccccc3)cc2)c2ccccc12, Cc1ccccc1, [Na+], [Na+], O=C([O-])[O-], [Pd], c1ccc(P(c2ccccc2)c2ccccc2)cc1, OB(O)c1ccc(C=C(c2ccccc2)c2ccccc2)cc1, c1ccc(P(c2ccccc2)c2ccccc2)cc1, c1ccc(P(c2ccccc2)c2ccccc2)cc1, c1ccc(P(c2ccccc2)c2ccccc2)cc1. The product is C(=Cc1ccc(-c2c3ccccc3c(-c3ccc(C=C(c4ccccc4)c4ccccc4)cc3)c3ccccc23)cc1)c1ccccc1. RXN SMILES: [Br:1][c:2]1[c:3]2[cH:4][cH:5][cH:6][cH:7][c:8]2[c:9](-[c:16]2[cH:17][cH:18][c:19]([CH:22]=[CH:23][c:24]3[cH:25][cH:26][cH:27][cH:28][cH:29]3)[cH:20][cH:21]2)[c:10]2[cH:11][cH:12][cH:13][cH:14][c:15]12.[CH3:136][c:137]1[cH:138][cH:139][cH:140][cH:141][cH:142]1.[Na+:53].[Na+:54].[O-:55][C:56](=[O:57])[O-:58].[Pd:59].[c:117]1([P:118]([c:119]2[cH:120][cH:121][cH:122][cH:123][cH:124]2)[c:125]2[cH:126][cH:127][cH:128][cH:129][cH:130]2)[cH:131][cH:132][cH:133][cH:134][cH:135]1.[c:30]1([C:36](=[CH:37][c:38]2[cH:39][cH:40][c:41]([B:44]([OH:45])[OH:46])[cH:42][cH:43]2)[c:47]2[cH:48][cH:49][cH:50][cH:51][cH:52]2)[cH:31][cH:32][cH:33][cH:34][cH:35]1.[c:60]1([P:61]([c:62]2[cH:63][cH:64][cH:65][cH:66][cH:67]2)[c:68]2[cH:69][cH:70][cH:71][cH:72][cH:73]2)[cH:74][cH:75][cH:76][cH:77][cH:78]1.[c:79]1([P:80]([c:81]2[cH:82][cH:83][cH:84][cH:85][cH:86]2)[c:87]2[cH:88][cH:89][cH:90][cH:91][cH:92]2)[cH:93][cH:94][cH:95][cH:96][cH:97]1.[c:98]1([P:99]([c:100]2[cH:101][cH:102][cH:103][cH:104][cH:105]2)[c:106]2[cH:107][cH:108][cH:109][cH:110][cH:111]2)[cH:112][cH:113][cH:114][cH:115][cH:116]1>>[c:2]1(-[c:41]2[cH:40][cH:39][c:38]([CH:37]=[C:36]([c:30]3[cH:31][cH:32][cH:33][cH:34][cH:35]3)[c:47]3[cH:48][cH:49][cH:50][cH:51][cH:52]3)[cH:43][cH:42]2)[c:3]2[cH:4][cH:5][cH:6][cH:7][c:8]2[c:9](-[c:16]2[cH:17][cH:18][c:19]([CH:22]=[CH:23][c:24]3[cH:25][cH:26][cH:27][cH:28][cH:29]3)[cH:20][cH:21]2)[c:10]2[cH:11][cH:12][cH:13][cH:14][c:15]12. Reactants: BrC(Br)(Br)Br, O=C([O-])O, ClCCl, [Na+], CC(C)(O)c1cccc(CO)n1, c1ccc(P(c2ccccc2)c2ccccc2)cc1. The product is CC(C)(O)c1cccc(CBr)n1. RXN SMILES: [C:13]([Br:14])([Br:15])([Br:16])[Br:17].[C:37](=[O:38])([OH:39])[O-:40].[Cl:42][CH2:43][Cl:44].[Na+:41].[OH:1][CH2:2][c:3]1[n:4][c:5]([C:9]([CH3:10])([CH3:11])[OH:12])[cH:6][cH:7][cH:8]1.[c:18]1([P:19]([c:20]2[cH:21][cH:22][cH:23][cH:24][cH:25]2)[c:26]2[cH:27][cH:28][cH:29][cH:30][cH:31]2)[cH:32][cH:33][cH:34][cH:35][cH:36]1>>[CH2:2]([c:3]1[n:4][c:5]([C:9]([CH3:10])([CH3:11])[OH:12])[cH:6][cH:7][cH:8]1)[Br:14].